describe an organic reaction: reactants, conditions, products, and yield From a dataset of the Open Reaction Database (ORD), a public repository of structured organic reaction records. Reported procedure: 5-(6-((4-(Methylsulfonyl)piperazin-1-yl)methyl)-4-morpholinothieno[2,3-d]pyrimidin-2-yl)nicotinaldehyde (95 mg) and sodium triacetoxyborohydride (55 mg) in dry 1,2-dichloroethane (10 mL) was heated at 40° C. overnight. A further portion of sodium triacetoxyborohydride (49 mg) was then added and heating continued for another 4 h. Water/CH2Cl2 work up then purification on silica yielded 232 (37 mg). NMR (CDCl3): 2.65-2.67 (m, 4H, 2×CH2), 2.80 (s, 3H, CH3), 3.27-3.30 (m, 4H, 2×CH2), 3.82 (s, 2H, CH... Conditions: time 4 hour. The product is O1CCN(CC1)C=1C2=C(N=C(N1)C=1C=C(C=NC1)CO)SC(=C2)CN2CCN(CC2)S(=O)(=O)C ((5-(4-morpholino-6-((4-N-methylsulfonylpiperazin-1-yl)methyl)thieno[2,3-d]pyrimidin-2-yl)pyridin-3-yl)methanol). Reactants: O.C(Cl)Cl (Water CH2Cl2), CS(=O)(=O)N1CCN(CC1)CC1=CC2=C(N=C(N=C2N2CCOCC2)C=2C=NC=C(C=O)C2)S1 (5-(6-((4-(Methylsulfonyl)piperazin-1-yl)methyl)-4-morpholinothieno[2,3-d]pyrimidin-2-yl)nicotinaldehyde), C(C)(=O)O[BH-](OC(C)=O)OC(C)=O.[Na+] (sodium triacetoxyborohydride), C(C)(=O)O[BH-](OC(C)=O)OC(C)=O.[Na+] (sodium triacetoxyborohydride). Solvent: ClCCCl (1,2-dichloroethane). As a reaction SMILES: [CH3:1][S:2]([N:5]1[CH2:10][CH2:9][N:8]([CH2:11][C:12]2[S:34][C:15]3[N:16]=[C:17]([C:26]4[CH:27]=[N:28][CH:29]=[C:30]([CH:33]=4)[CH:31]=[O:32])[N:18]=[C:19]([N:20]4[CH2:25][CH2:24][O:23][CH2:22][CH2:21]4)[C:14]=3[CH:13]=2)[CH2:7][CH2:6]1)(=[O:4])=[O:3].C(O[BH-](OC(=O)C)OC(=O)C)(=O)C.[Na+].O.C(Cl)Cl>ClCCCl>[O:23]1[CH2:24][CH2:25][N:20]([C:19]2[C:14]3[CH:13]=[C:12]([CH2:11][N:8]4[CH2:7][CH2:6][N:5]([S:2]([CH3:1])(=[O:4])=[O:3])[CH2:10][CH2:9]4)[S:34][C:15]=3[N:16]=[C:17]([C:26]3[CH:33]=[C:30]([CH2:31][OH:32])[CH:29]=[N:28][CH:27]=3)[N:18]=2)[CH2:21][CH2:22]1 |f:1.2,3.4|. Yield: 38.8%. Reactants: CC(C)(C)OC(=O)N=C(NC(=O)OC(C)(C)C)n1cccn1, C1CCOC1, OC1CCNCC1. The product is CC(C)(C)OC(=O)N=C(NC(=O)OC(C)(C)C)N1CCC(O)CC1. RXN SMILES: [C:8]([CH3:9])([CH3:10])([CH3:11])[O:12][C:13]([NH:14][C:15]([n:16]1[cH:17][cH:18][cH:19][n:20]1)=[N:21][C:22](=[O:23])[O:24][C:25]([CH3:26])([CH3:27])[CH3:28])=[O:29].[CH2:30]1[O:31][CH2:32][CH2:33][CH2:34]1.[OH:1][CH:2]1[CH2:3][CH2:4][NH:5][CH2:6][CH2:7]1>>[OH:1][CH:2]1[CH2:3][CH2:4][N:5]([C:15](=[N:14][C:13]([O:12][C:8]([CH3:9])([CH3:10])[CH3:11])=[O:29])[NH:21][C:22](=[O:23])[O:24][C:25]([CH3:26])([CH3:27])[CH3:28])[CH2:6][CH2:7]1. Reactants: CN(N1C=C(C(C2=CC(=C(C(=C12)[N+](=O)[O-])Cl)F)=O)C(=O)O)C (1-dimethylamino-7-chloro-6-fluoro-8-nitro-1,4-dihydro-4-oxo-3-quinolinecarboxylic acid), N1CCCC1 (pyrrolidine). The product is Cl (hydrochloric acid), CN(N1C=C(C(C2=CC(=C(C(=C12)[N+](=O)[O-])N1CCCC1)F)=O)C(=O)O)C (1-dimethylamino-6-fluoro-8-nitro-7-(1-pyrrolidinyl)-1,4-dihydro-4-oxo-3-quinolinecarboxylic acid). Yield: 93.2%. As a reaction SMILES: [CH3:1][N:2]([CH3:22])[N:3]1[C:12]2[C:7](=[CH:8][C:9]([F:17])=[C:10]([Cl:16])[C:11]=2[N+:13]([O-:15])=[O:14])[C:6](=[O:18])[C:5]([C:19]([OH:21])=[O:20])=[CH:4]1.[NH:23]1[CH2:27][CH2:26][CH2:25][CH2:24]1>>[ClH:16].[CH3:1][N:2]([CH3:22])[N:3]1[C:12]2[C:7](=[CH:8][C:9]([F:17])=[C:10]([N:23]3[CH2:27][CH2:26][CH2:25][CH2:24]3)[C:11]=2[N+:13]([O-:15])=[O:14])[C:6](=[O:18])[C:5]([C:19]([OH:21])=[O:20])=[CH:4]1. Reported procedure: 3.3 g of 1-dimethylamino-7-chloro-6-fluoro-8-nitro-1,4-dihydro-4-oxo-3-quinolinecarboxylic acid are reacted with 6 g of pyrrolidine analogously to Example 11 and, after acidification to pH 1 with 10% strength hydrochloric acid, 3.4 g of 1-dimethylamino-6-fluoro-8-nitro-7-(1-pyrrolidinyl)-1,4-dihydro-4-oxo-3-quinolinecarboxylic acid are isolated. After recrystallization from glycol monomethyl ether, the crystals have a melting point of 266°-268° C., with decomposition.